From a dataset of the Open Reaction Database (ORD), a public repository of structured organic reaction records. describe an organic reaction: reactants, conditions, products, and yield Reactants: C(C)(=O)O (acetic acid), C1(=CC=CC=C1)C (toluene), OO (hydrogen peroxide), BrBr (bromine), C1(=CC=CC=C1)C (toluene). The reagents and catalysts are O.O.O.O.C(C)(=O)[O-].[Co+2].C(C)(=O)[O-] (Cobalt (II) acetate tetrahydrate). Run at time 3 hour. Product: C(C1=CC=CC=C1)O (benzylalcohol), C(C1=CC=CC=C1)=O (benzaldehyde), C(C1=CC=CC=C1)(=O)O (benzoic acid). Yield: 25.2%. Reaction SMILES: BrBr.[C:3]([OH:6])(=[O:5])[CH3:4].OO.[C:9]1([CH3:15])[CH:14]=[CH:13][CH:12]=[CH:11][CH:10]=1>O.O.O.O.C([O-])(=O)C.[Co+2].C([O-])(=O)C>[CH2:3]([OH:6])[C:4]1[CH:13]=[CH:14][CH:9]=[CH:10][CH:11]=1.[CH:15](=[O:5])[C:9]1[CH:14]=[CH:13][CH:12]=[CH:11][CH:10]=1.[C:3]([OH:6])(=[O:5])[C:4]1[CH:13]=[CH:14][CH:9]=[CH:10][CH:11]=1 |f:4.5.6.7.8.9.10|. Procedure details: The procedure of Example I was repeated, but this time Cobalt (II) acetate tetrahydrate (0.5 g, 0,002 moles), bromine (0.5 g, 0,003 moles), toluene (2.58 g, 0.028 moles), acetic acid (25 g) and hydrogen peroxide (35%, 0.22 moles) were used. The total reaction time was 3 hours. The analysis of the reaction mixture revealed that 79.2% of the toluene had been consumed, yielding products including benzylalcohol (6.6% yield), benzaldehyde (31.54% yield) and benzoic acid (25.18% yield). The reactants are CCO, CN(C)c1ccc([N+](=O)[O-])nc1, [Cl-]. The product is CN(C)c1ccc(N)nc1. As a reaction SMILES: [CH3:14][CH2:15][OH:16].[CH3:1][N:2]([c:3]1[cH:4][n:5][c:6]([N+:9]([O-:10])=[O:11])[cH:7][cH:8]1)[CH3:12].[Cl-:13]>>[CH3:1][N:2]([c:3]1[cH:4][n:5][c:6]([NH2:9])[cH:7][cH:8]1)[CH3:12]. Reactants: FC(S(=O)(=O)OC=1C=C2C=CC=NC2=C(N1)OC)(F)F (6-trifluoromethylsulfonyloxy-8-methoxy-1,7-napthyridine), C(=O)(O)C1=CC=C(C=C1)B(O)O (4-carboxy-phenylboronic acid), C(=O)([O-])[O-].[Na+].[Na+] (Na2CO3). The reagents and catalysts are [Pd].C(C1=CC=CC=C1)=CC(=O)C=CC1=CC=CC=C1.C(C1=CC=CC=C1)=CC(=O)C=CC1=CC=CC=C1 (bis(dibenzylidenacetone) palladium), C1(=C(C=CC=C1)P(C1=C(C=CC=C1)C)C1=C(C=CC=C1)C)C (tri-o-tolylphosphine). Run in CN(C)C=O (DMF). Conditions: time 3 hour. Yields the product C(=O)(O)C1=CC=C(C=C1)C=1C=C2C=CC=NC2=C(N1)OC (6-(4-carboxyphenyl)-8-methoxy-1,7-naphthyridine). Isolated yield 80.8%. As a reaction SMILES: FC(F)(F)S(O[C:7]1[CH:8]=[C:9]2[C:14](=[C:15]([O:17][CH3:18])[N:16]=1)[N:13]=[CH:12][CH:11]=[CH:10]2)(=O)=O.[C:21]([C:24]1[CH:29]=[CH:28][C:27](B(O)O)=[CH:26][CH:25]=1)([OH:23])=[O:22].C([O-])([O-])=O.[Na+].[Na+]>CN(C=O)C.[Pd].C(=CC(C=CC1C=CC=CC=1)=O)C1C=CC=CC=1.C(=CC(C=CC1C=CC=CC=1)=O)C1C=CC=CC=1.C1(C)C=CC=CC=1P(C1C=CC=CC=1C)C1C=CC=CC=1C>[C:21]([C:24]1[CH:29]=[CH:28][C:27]([C:7]2[CH:8]=[C:9]3[C:14](=[C:15]([O:17][CH3:18])[N:16]=2)[N:13]=[CH:12][CH:11]=[CH:10]3)=[CH:26][CH:25]=1)([OH:23])=[O:22] |f:2.3.4,6.7.8|. Procedure: To a solution of 6-trifluoromethylsulfonyloxy-8-methoxy-1,7-napthyridine (1.5 g, 4.86 mmol) in DMF (40 ml) is added 4-carboxy-phenylboronic acid (0.866 g, 5.34 mmol), bis(dibenzylidenacetone) palladium (112 mg, 0.167 mmol), tri-o-tolylphosphine (96 mg, 0.32 mmol) and aqueous Na2CO3 (14.6 ml, 2N,). The reaction mixture is stirred at 110° for 3 h. The hot solution is filtred through cellit and the solution evaporated to dryness. The crude product is dissolved in hot water (60 ml) and the water pha... Reactants: COC([C@@H](NC(=O)OCC1=CC=CC=C1)C)=O (N-carbobenzyloxy-L-alanine methyl ester), [H-].C(C(C)C)[Al+]CC(C)C (diisobutyl-aluminum hydride), COC(OC)OC (trimethylorthoformate), C1(=CC=C(C=C1)S(=O)(=O)O)C (p-toluenesulfonic acid). Solvent: C1(=CC=CC=C1)C (toluene), C1(=CC=CC=C1)C (toluene). Reaction conditions: time 0.75 hour. Yields the product COC([C@@H](NC(=O)OCC1=CC=CC=C1)C)OC (N-carbobenzyloxy-L-alaninal dimethyl acetal). RXN SMILES: [CH3:1][O:2][C:3](=[O:17])[C@H:4]([CH3:16])[NH:5][C:6]([O:8][CH2:9][C:10]1[CH:15]=[CH:14][CH:13]=[CH:12][CH:11]=1)=[O:7].[H-].[CH2:19]([Al+]CC(C)C)C(C)C.COC(OC)OC.C1(C)C=CC(S(O)(=O)=O)=CC=1>C1(C)C=CC=CC=1>[CH3:1][O:2][CH:3]([O:17][CH3:19])[C@H:4]([CH3:16])[NH:5][C:6]([O:8][CH2:9][C:10]1[CH:15]=[CH:14][CH:13]=[CH:12][CH:11]=1)=[O:7] |f:1.2|. Procedure: To a solution of N-carbobenzyloxy-L-alanine methyl ester (41.0 g, 0.71 mol) in 300 ml anhydrous toluene at -78° C., under N2, was added dropwise a toluene solution of diisobutyl-aluminum hydride (25% wt. % soln., 234 ml, 0.345 mol) over 0.5 hour. After the addition was complete the mixture was stirred 0.75 hour and quenched with the dropwise addition of 2N HCl (350 ml). The solution was warmed to room temperature and extracted with ethyl acetate. The combined organic layers were washed with brin... The reactants are C(C)N(C1=C(C=CC(=C1)OC)C1CC=2C=CC(=CC2CC1)OC(C(C)(C)C)=O)C(C1=CC=C(C=C1)O)=O (pivalic acid 6-{2-[ethyl(4-hydroxybenzoyl)amino]-4-methoxyphenyl}-5,6,7,8-tetrahydronaphthalen-2-yl ester), ClCC(=O)NC1CC1 (2-chloro-N-cyclopropylacetamide). Product: C1(CC1)NCCOC1=CC=C(CCCNC2=C(C=CC(=C2)OC)C2CC=3C=CC(=CC3CC2)O)C=C1 (6-{2-{[4-(2-Cyclopropylaminoethoxy)benzyl]ethylamino}-4-methoxyphenyl}-5,6,7,8-tetrahydronaphthalen-2-ol). Isolated yield 32.2%. Reaction SMILES: C([N:3]([C:29](=O)C1C=CC(O)=CC=1)[C:4]1[CH:9]=[C:8]([O:10][CH3:11])[CH:7]=[CH:6][C:5]=1[CH:12]1[CH2:21][CH2:20][C:19]2[CH:18]=[C:17]([O:22]C(=O)C(C)(C)C)[CH:16]=[CH:15][C:14]=2[CH2:13]1)C.Cl[CH2:39][C:40]([NH:42][CH:43]1[CH2:45][CH2:44]1)=O>>[CH:43]1([NH:42][CH2:40][CH2:39][O:10][C:8]2[CH:9]=[CH:4][C:5]([CH2:12][CH2:13][CH2:29][NH:3][C:4]3[CH:9]=[C:8]([O:10][CH3:11])[CH:7]=[CH:6][C:5]=3[CH:12]3[CH2:21][CH2:20][C:19]4[CH:18]=[C:17]([OH:22])[CH:16]=[CH:15][C:14]=4[CH2:13]3)=[CH:6][CH:7]=2)[CH2:45][CH2:44]1. Procedure: Synthesized from pivalic acid 6-{2-[ethyl(4-hydroxybenzoyl)amino]-4-methoxyphenyl}-5,6,7,8-tetrahydronaphthalen-2-yl ester (25 mg) and 2-chloro-N-cyclopropylacetamide (13 mg) according to an analogous synthetic method to Example 567 and purified by LC-MS, the title compound (3.9 mg) was obtained.